describe an organic reaction: reactants, conditions, products, and yield From a dataset of the Open Reaction Database (ORD), a public repository of structured organic reaction records. The reactants are O=C(CNC(=O)C1=NOC(=C1)C1=C(C=CC=C1)OCC1=CC=CC=C1)N1CCN(CC1)C(C1=C(C=CC=C1)C(F)(F)F)=O (5-(2-benzyloxy-phenyl)-isoxazole-3-carboxylic acid {2-oxo-2-[4-(2-trifluoromethyl-benzoyl)-piperazin-1-yl]-ethyl}-amide). The reagents and catalysts are [Pd] (Pd). Run in CO (MeOH). Product: O=C(CNC(=O)C1=NOC(=C1)C1=C(C=CC=C1)O)N1CCN(CC1)C(C1=C(C=CC=C1)C(F)(F)F)=O (5-(2-hydroxy-phenyl)-isoxazole-3-carboxylic acid {2-oxo-2-[4-(2-trifluoromethyl-benzoyl)-piperazin-1-yl]-ethyl}-amide). Isolated yield 62.8%. As a reaction SMILES: [O:1]=[C:2]([N:26]1[CH2:31][CH2:30][N:29]([C:32](=[O:43])[C:33]2[CH:38]=[CH:37][CH:36]=[CH:35][C:34]=2[C:39]([F:42])([F:41])[F:40])[CH2:28][CH2:27]1)[CH2:3][NH:4][C:5]([C:7]1[CH:11]=[C:10]([C:12]2[CH:17]=[CH:16][CH:15]=[CH:14][C:13]=2[O:18]CC2C=CC=CC=2)[O:9][N:8]=1)=[O:6]>CO.[Pd]>[O:1]=[C:2]([N:26]1[CH2:27][CH2:28][N:29]([C:32](=[O:43])[C:33]2[CH:38]=[CH:37][CH:36]=[CH:35][C:34]=2[C:39]([F:40])([F:42])[F:41])[CH2:30][CH2:31]1)[CH2:3][NH:4][C:5]([C:7]1[CH:11]=[C:10]([C:12]2[CH:17]=[CH:16][CH:15]=[CH:14][C:13]=2[OH:18])[O:9][N:8]=1)=[O:6]. Reported procedure: 10% Pd/c (20 mg) was added to a stirred solution of 5-(2-benzyloxy-phenyl)-isoxazole-3-carboxylic acid {2-oxo-2-[4-(2-trifluoromethyl-benzoyl)-piperazin-1-yl]-ethyl}-amide (90 mg, 0.15 mmol) (prepared by the method as described above) in MeOH (50 mL) and stirred under hydrogen atmosphere. The reaction mixture was then stirred for 6 hrs. The mixture was filtered over a bed of celite. The celite was washed with MeOH and the filtrate was concentrated under reduced pressure to afford 47.3 mg (62% yi... Reactants: N(=[N+]=[N-])CC(CCC(=O)O)=O (5-azido levulinic acid), Cl.NCC(CCC(=O)O)=O (5-amino levulinic acid hydrochloride). The reagents and catalysts are [Pd] (palladium), [Pt] (platinum). Solvent: Cl (hydrochloric acid). Product: Cl.NCC(CCC(=O)O)=O (5-Amino levulinic acid hydrochloride), C(CCC(=O)C)(=O)O (levulinic acid). As a reaction SMILES: [N:1]([CH2:4][C:5](=[O:11])[CH2:6][CH2:7][C:8]([OH:10])=[O:9])=[N+]=[N-].[ClH:12].N[CH2:14][C:15](=[O:21])[CH2:16][CH2:17][C:18]([OH:20])=[O:19]>Cl.[Pd].[Pt]>[ClH:12].[NH2:1][CH2:4][C:5](=[O:11])[CH2:6][CH2:7][C:8]([OH:10])=[O:9].[C:18]([OH:20])(=[O:19])[CH2:17][CH2:16][C:15]([CH3:14])=[O:21] |f:1.2,6.7|. Procedure: In the following step, the key compound 5-azido levulinic acid will be reduced to 5-amino levulinic acid hydrochloride without any difficulties. The reduction is preferably carried out as a catalytic hydrogenation in the presence of a metal catalyst (preferably palladium or platinum on a suitable carrier, such as active carbon) in aqueous hydrochloric acid without any arise of undesireable organic by-products. The catalyst can be regenarated. 5-Amino levulinic acid hydrochloride is obtained abso...